Dataset: the Open Reaction Database (ORD), a public repository of structured organic reaction records. Task: describe an organic reaction: reactants, conditions, products, and yield Reactants: CC1(C(NOC1)=O)C (4,4-dimethyl-3-isoxazolidinone), ClC1=C(CBr)C=CC(=C1)F (2-chloro-4-fluorobenzyl bromide), C([O-])([O-])=O.[K+].[K+] (potassium carbonate). Reagents/catalysts: O1CCOCCOCCOCCOCCOCC1 (1,4,7,10,13,16-hexaoxacyclooctadecane). Run in C(C)#N (acetonitrile). The product is ClC1=C(C=CC(=C1)F)CN1OCC(C1=O)(C)C (2-[(2-chloro-4-fluorophenyl)methyl]-4,4-dimethyl-3-isoxazolidinone). The yield is 107.5%. As a reaction SMILES: [CH3:1][C:2]1([CH3:8])[CH2:6][O:5][NH:4][C:3]1=[O:7].[Cl:9][C:10]1[CH:17]=[C:16]([F:18])[CH:15]=[CH:14][C:11]=1[CH2:12]Br.C(=O)([O-])[O-].[K+].[K+]>C(#N)C.O1CCOCCOCCOCCOCCOCC1>[Cl:9][C:10]1[CH:17]=[C:16]([F:18])[CH:15]=[CH:14][C:11]=1[CH2:12][N:4]1[C:3](=[O:7])[C:2]([CH3:8])([CH3:1])[CH2:6][O:5]1 |f:2.3.4|. Reported procedure: By the method of Example 6, Step B, 95.6 g (0.83 mole) of 4,4-dimethyl-3-isoxazolidinone, 186 g (0.83 mole) of 2-chloro-4-fluorobenzyl bromide, 114.7 g (0.83 mole) of potassium carbonate, and 2.2 g (0.008 mole) of 1,4,7,10,13,16-hexaoxacyclooctadecane were reacted at room temperature in 1500 ml of acetonitrile, yielding 230 g of impure 2-[(2-chloro-4-fluorophenyl)methyl]-4,4-dimethyl-3-isoxazolidinone. The nmr spectrum was consistent with the proposed structure. Procedure details: A THF solution of benzylzinc(II) bromide (4.0 mL, 2.0 mmol) was added to a degassed solution of N-(4-(4-iodo-2,6-dimethylphenyl)thiazol-2-yl)isonicotinamide (435 mg, 1.0 mmol) and tetrakistriphenylphosphine palladium (57.8 mg, 0.10 mmol) in THF (5.0 mL). The reaction mixture was heated at reflux for 16 h under N2 and then poured into saturated aqueous NaHCO3. The mixture was extracted with ethyl acetate, washed with brine, dried MgSO4, and concentrated under reduced pressure. The residue was pur... RXN SMILES: [Br-].[CH2:2]([Zn+])[C:3]1[CH:8]=[CH:7][CH:6]=[CH:5][CH:4]=1.I[C:11]1[CH:16]=[C:15]([CH3:17])[C:14]([C:18]2[N:19]=[C:20]([NH:23][C:24](=[O:31])[C:25]3[CH:30]=[CH:29][N:28]=[CH:27][CH:26]=3)[S:21][CH:22]=2)=[C:13]([CH3:32])[CH:12]=1.C([O-])(O)=O.[Na+]>C1COCC1>[CH2:2]([C:11]1[CH:12]=[C:13]([CH3:32])[C:14]([C:18]2[N:19]=[C:20]([NH:23][C:24](=[O:31])[C:25]3[CH:26]=[CH:27][N:28]=[CH:29][CH:30]=3)[S:21][CH:22]=2)=[C:15]([CH3:17])[CH:16]=1)[C:3]1[CH:8]=[CH:7][CH:6]=[CH:5][CH:4]=1 |f:0.1,3.4|. The solvent is C1CCOC1 (THF), C1CCOC1 (THF). The reactants are C(=O)(O)[O-].[Na+] (NaHCO3), [Br-].C(C1=CC=CC=C1)[Zn+] (benzylzinc(II) bromide), IC1=CC(=C(C(=C1)C)C=1N=C(SC1)NC(C1=CC=NC=C1)=O)C (N-(4-(4-iodo-2,6-dimethylphenyl)thiazol-2-yl)isonicotinamide), tetrakistriphenylphosphine palladium. Yields the product C(C1=CC=CC=C1)C1=CC(=C(C(=C1)C)C=1N=C(SC1)NC(C1=CC=NC=C1)=O)C (N-(4-(4-benzyl-2,6-dimethylphenyl)thiazol-2-yl)isonicotinamide).